Dataset: the Open Reaction Database (ORD), a public repository of structured organic reaction records. Task: describe an organic reaction: reactants, conditions, products, and yield Starting materials: ClC=1C(=C(C(=C(C1OC)OCCCC1=CC=C(C=C1)F)O)C(C)=O)C (1-(3-Chloro-5-(3-(4-fluorophenyl)propoxy)-6-hydroxy-4-methoxy-2-methylphenyl)ethanone), BrCCBr (1,2-dibromoethane). The product is BrCCOC1=C(C(=C(C(=C1OCCCC1=CC=C(C=C1)F)OC)Cl)C)C(C)=O (1-(2-(2-Bromoethoxy)-5-chloro-3-(3-(4-fluorophenyl)propoxy)-4-methoxy-6-methylphenyl)ethanone). Yield: 64.0%. As a reaction SMILES: [Cl:1][C:2]1[C:3]([CH3:25])=[C:4]([C:22](=[O:24])[CH3:23])[C:5]([OH:21])=[C:6]([O:10][CH2:11][CH2:12][CH2:13][C:14]2[CH:19]=[CH:18][C:17]([F:20])=[CH:16][CH:15]=2)[C:7]=1[O:8][CH3:9].[Br:26][CH2:27][CH2:28]Br>>[Br:26][CH2:27][CH2:28][O:21][C:5]1[C:6]([O:10][CH2:11][CH2:12][CH2:13][C:14]2[CH:19]=[CH:18][C:17]([F:20])=[CH:16][CH:15]=2)=[C:7]([O:8][CH3:9])[C:2]([Cl:1])=[C:3]([CH3:25])[C:4]=1[C:22](=[O:24])[CH3:23]. Reported procedure: Example 1d (110 mg, 0.30 mmol) was reacted with 1,2-dibromoethane (3.0 eq.) as described under General Procedure F to afford the title compound (86 mg, 64%) as light cream oil. 1H NMR (300 MHz, CDCl3) δ 7.19-7.14 (m, 2H), 6.99-6.93 (m, 2H), 4.28 (t, J=6.2 Hz, 2H), 4.06 (t, J=6.4 Hz, 2H), 3.64 (s, 3H), 3.50 (t, J=6.2 Hz, 2H), 2.78 (t, J=7.4 Hz, 2H), 2.49 (s, 3H), 2.19 (s, 3H), 2.05-2.02 (m, 2H). Product: COCOc1ccc(CC#N)cc1. RXN SMILES: [CH2:25]([Cl:26])[Cl:27].[CH3:20][O:21][CH2:22][Cl:23].[CH:11]([N:12]([CH:13]([CH3:14])[CH3:15])[CH2:16][CH3:17])([CH3:18])[CH3:19].[ClH:24].[OH:1][c:2]1[cH:3][cH:4][c:5]([CH2:6][C:7]#[N:8])[cH:9][cH:10]1>>[O:1]([c:2]1[cH:3][cH:4][c:5]([CH2:6][C:7]#[N:8])[cH:9][cH:10]1)[CH2:22][O:21][CH3:20]. Reactants: ClCCl, COCCl, CCN(C(C)C)C(C)C, Cl, N#CCc1ccc(O)cc1.